From a dataset of the Open Reaction Database (ORD), a public repository of structured organic reaction records. describe an organic reaction: reactants, conditions, products, and yield The reactants are [N+](=O)([O-])C=1C=C2C(C(=O)N(C2=O)C(CC(=O)OC)C2=CC(=C(C=C2)OC)OCC)=CC1 (methyl 3-(4-nitrophthalimido)-3-(3-ethoxy-4-methoxyphenyl)propionate), [H][H] (hydrogen). Reagents/catalysts: [Pd] (palladium on carbon). The solvent is C(C)(=O)OCC (ethyl acetate). Yields the product NC=1C=C2C(C(=O)N(C2=O)C(CC(=O)OC)C2=CC(=C(C=C2)OC)OCC)=CC1 (methyl 3-(4-aminophthalimido)-3-(3-ethoxy-4-methoxyphenyl)propionate). Isolated yield 92.0%. RXN SMILES: [N+:1]([C:4]1[CH:5]=[C:6]2[C:11](=[O:12])[N:10]([CH:13]([C:19]3[CH:24]=[CH:23][C:22]([O:25][CH3:26])=[C:21]([O:27][CH2:28][CH3:29])[CH:20]=3)[CH2:14][C:15]([O:17][CH3:18])=[O:16])[C:8](=[O:9])[C:7]2=[CH:30][CH:31]=1)([O-])=O.[H][H]>C(OCC)(=O)C.[Pd]>[NH2:1][C:4]1[CH:5]=[C:6]2[C:11](=[O:12])[N:10]([CH:13]([C:19]3[CH:24]=[CH:23][C:22]([O:25][CH3:26])=[C:21]([O:27][CH2:28][CH3:29])[CH:20]=3)[CH2:14][C:15]([O:17][CH3:18])=[O:16])[C:8](=[O:9])[C:7]2=[CH:30][CH:31]=1. Procedure details: To a solution of methyl 3-(4-nitrophthalimido)-3-(3-ethoxy-4-methoxyphenyl)propionate (2.3 g, 5.4 mmol) in 25 mL of ethyl acetate was added 0.25 g of 10% palladium on carbon catalyst. The mixture was hydrogenated in a Parr-Shaker apparatus at 55-60 psi of hydrogen overnight. The reaction mixture was filtered through celite and the filtrate was concentrated in vacuo to afford a yellow solid. The crude product was purified by flash column chromatography (silica gel, 20% ethyl acetate/methylene chl... Reactants: Cl.C(C1=CC=CC=C1)OP(=O)(CC1CCCCC1)C[C@@H](CN)O (((R)-3-amino-2-hydroxy-propyl)-cyclohexylmethyl-phosphinic acid benzyl ester hydrochloride), N([C@@H](CC1=CNC2=CC=CC=C12)C(=O)N[C@@H](C(C)C)C(=O)O)C(=O)OCC1=CC=CC=C1 (N-Cbz-Trp-Val-OH). Product: N[C@H](C(=O)N[C@H](C(=O)NC[C@H](CP(O)(=O)CC1CCCCC1)O)C(C)C)CC1=CNC2=CC=CC=C12 (((R)-3-{(S)-2-[(S)-2-Amino-3-(1H-indol-3-yl)-propionylamino]-3-methyl-butyrylamino}-2-hydroxy-propyl)-cyclohexylmethyl-phosphinic acid). Reaction SMILES: Cl.C([O:9][P:10]([CH2:19][C@H:20]([OH:23])[CH2:21][NH2:22])([CH2:12][CH:13]1[CH2:18][CH2:17][CH2:16][CH2:15][CH2:14]1)=[O:11])C1C=CC=CC=1.[NH:24](C(OCC1C=CC=CC=1)=O)[C@H:25]([C:36]([NH:38][C@H:39]([C:43](O)=[O:44])[CH:40]([CH3:42])[CH3:41])=[O:37])[CH2:26][C:27]1[C:35]2[C:30](=[CH:31][CH:32]=[CH:33][CH:34]=2)[NH:29][CH:28]=1>>[NH2:24][C@@H:25]([CH2:26][C:27]1[C:35]2[C:30](=[CH:31][CH:32]=[CH:33][CH:34]=2)[NH:29][CH:28]=1)[C:36]([NH:38][C@@H:39]([CH:40]([CH3:41])[CH3:42])[C:43]([NH:22][CH2:21][C@@H:20]([OH:23])[CH2:19][P:10]([CH2:12][CH:13]1[CH2:14][CH2:15][CH2:16][CH2:17][CH2:18]1)(=[O:11])[OH:9])=[O:44])=[O:37] |f:0.1|. Procedure details: The title compound was prepared substantially following the procedures as set forth in Method B, Example 12, and employing ((R)-3-amino-2-hydroxy-propyl)-cyclohexylmethyl-phosphinic acid benzyl ester hydrochloride and N-Cbz-Trp-Val-OH as the staring materials, which yielded the title compound as a white powder. 1H NMR (CD3OD, 300 MHz): δ 7.65-7.62 (d, 1H), 7.38-7.35 (d, 1H), 7.17-7.01 (m, 3H), 4.26-4.20 (m, 1H), 4.17-4.14 (d, 1H), 4.05 (m, 1H), 3.46-3.20 (m, 4H), 2.00 (m, 1H), 1.9-1.88 (m, 2H), ...